From a dataset of the Open Reaction Database (ORD), a public repository of structured organic reaction records. describe an organic reaction: reactants, conditions, products, and yield Starting materials: Cl (HCl), C(CCC)(=O)NC(C(=O)OCC)CS (ethyl 2-butyramido-3-mercaptopropanoate). The solvent is C(C)O (ethanol). Reaction conditions: time 8 hour. Product: C(CC)C=1SC=C(N1)C(=O)OCC (Ethyl 2-propylthiazole-4-carboxylate). As a reaction SMILES: Cl.[C:2]([NH:7][CH:8]([CH2:14][SH:15])[C:9]([O:11][CH2:12][CH3:13])=[O:10])(=O)[CH2:3][CH2:4][CH3:5]>C(O)C>[CH2:3]([C:2]1[S:15][CH:14]=[C:8]([C:9]([O:11][CH2:12][CH3:13])=[O:10])[N:7]=1)[CH2:4][CH3:5]. Procedure details: A solution of HCl (4M in 1,4-dioxane, 20 mL) was added to a solution of ethyl 2-butyramido-3-mercaptopropanoate (example 56, step a) (3 g) in ethanol (20 mL) and the resulting mixture stirred overnight. The solvent was evaporated and the residue azeotroped twice with toluene. The residue was redissolved in acetonitrile (50 mL), manganese dioxide (11.9 g) was added and the mixture heated at reflux overnight. The reaction was filtered through a pad of Celite. The filter pad was washed with MeCN (3... Product: Nc1ccc(Oc2ncnc3[nH]ccc23)c(F)c1. Starting materials: CCO, O=C[O-], O=[N+]([O-])c1ccc(Oc2ncnc3[nH]ccc23)c(F)c1, [NH4+]. RXN SMILES: [CH3:25][CH2:26][OH:27].[CH:21]([O-:22])=[O:23].[F:1][c:2]1[c:3]([O:4][c:5]2[c:6]3[c:7]([n:8][cH:9][n:10]2)[nH:11][cH:12][cH:13]3)[cH:14][cH:15][c:16]([N+:18]([O-:19])=[O:20])[cH:17]1.[NH4+:24]>>[F:1][c:2]1[c:3]([O:4][c:5]2[c:6]3[c:7]([n:8][cH:9][n:10]2)[nH:11][cH:12][cH:13]3)[cH:14][cH:15][c:16]([NH2:18])[cH:17]1. Reactants: C(C)(C)O (Isopropyl alcohol), NC1=CC=C(C=C1)N1C(COCC1)=O (4-(4-aminophenyl) morpholin-3-one), O1[C@H](C1)CN1C(C2=CC=CC=C2C1=O)=O (2-[(2s)-oxiran-2yl methyl]-1H-isoindole-1,3(2H)dione). The solvent is O (water). Reaction conditions: temperature 27.5 celsius. Yields the product O[C@@H](CN1C(C2=CC=CC=C2C1=O)=O)CNC1=CC=C(C=C1)N1C(COCC1)=O (2-((2R)-2-Hydroxy-3-{[4-(3-oxo-4-morpholinyl)phenyl]amino}propyl)-1H-isoindole-1,3(2H)-dione). As a reaction SMILES: C(O)(C)C.[NH2:5][C:6]1[CH:11]=[CH:10][C:9]([N:12]2[CH2:17][CH2:16][O:15][CH2:14][C:13]2=[O:18])=[CH:8][CH:7]=1.[O:19]1[CH2:21][C@@H:20]1[CH2:22][N:23]1[C:31](=[O:32])[C:30]2[C:25](=[CH:26][CH:27]=[CH:28][CH:29]=2)[C:24]1=[O:33]>O>[OH:19][C@H:20]([CH2:21][NH:5][C:6]1[CH:7]=[CH:8][C:9]([N:12]2[CH2:17][CH2:16][O:15][CH2:14][C:13]2=[O:18])=[CH:10][CH:11]=1)[CH2:22][N:23]1[C:24](=[O:33])[C:25]2[C:30](=[CH:29][CH:28]=[CH:27][CH:26]=2)[C:31]1=[O:32]. Procedure: In a four neck round bottom flask charged Isopropyl alcohol (135 ml), 4-(4-aminophenyl) morpholin-3-one (10 g), 2-[(2s)-oxiran-2yl methyl]-1H-isoindole-1,3(2H)dione ((11.6 g) and water (15 ml) at 25 to 30° C. Slowly heated the reaction mixture to reflux and maintained for 24 h at reflux temperature. Reaction mass is cooled to 25 to 30° C. after completion of the reaction. Reaction mass then maintained at 25 to 30° C. for 30 minutes. Finally obtained solid is filtered off and washed by isopropyl ... Reactants: ClC1=NC(=NC(=C1)C)C (4-chloro-2,6-dimethylpyrimidine), C1NCCC2=CC=CC=C12 (1,2,3,4-tetrahydroisoquinoline). The solvent is P(=O)([O-])([O-])[O-].[K+].[K+].[K+] (potassium phosphate), C1(=CC=CC=C1)C (toluene). Run at time 3 hour. Yields the product CC1=NC(=CC(=N1)N1CC2=CC=CC=C2CC1)C (2-(2,6-dimethyl-pyrimidin-4-yl)-1,2,3,4-tetrahydro-isoquinoline). Yield: 82.1%. RXN SMILES: Cl[C:2]1[CH:7]=[C:6]([CH3:8])[N:5]=[C:4]([CH3:9])[N:3]=1.[CH2:10]1[C:19]2[C:14](=[CH:15][CH:16]=[CH:17][CH:18]=2)[CH2:13][CH2:12][NH:11]1>C1(C)C=CC=CC=1.P([O-])([O-])([O-])=O.[K+].[K+].[K+]>[CH3:9][C:4]1[N:3]=[C:2]([N:11]2[CH2:12][CH2:13][C:14]3[C:19](=[CH:18][CH:17]=[CH:16][CH:15]=3)[CH2:10]2)[CH:7]=[C:6]([CH3:8])[N:5]=1 |f:3.4.5.6|. Procedure details: A mixture of 4-chloro-2,6-dimethylpyrimidine (Chem. Ber. 1902, 35, 1575; 1.24 g, 8.70 mmol) and 1,2,3,4-tetrahydroisoquinoline (3.47 g, 26.1 mmol) was stirred at room temperature for 3 h. The solid formed was then dissolved in toluene (15 ml) and 1 M aqueous potassium phosphate buffer (pH 6.85, 15 ml). The organic layer was separated, washed with brine, dried (MgSO4), and evaporated. Recrystallization in hexane (150 ml) yielded 2-(2,6-dimethyl-pyrimidin-4-yl)-1,2,3,4-tetrahydro-isoquinoline (1.7...